This data is from the Open Reaction Database (ORD), a public repository of structured organic reaction records. The task is: describe an organic reaction: reactants, conditions, products, and yield The reactants are C(C)(C)(C)OC(N(CCCNC)CC1=CC2=C(OCO2)C=C1)=O (benzo[1,3]dioxol-5-ylmethyl-(3-methylamino-propyl)-carbamic acid tert-butyl ester), ClC1=NSC(=N1)Cl (3,5-dichloro-1,2,4-thiadiazole), CS(=O)C (DMSO), TEA. Solvent: O (Water). Product: C(C)(C)(C)OC(N(CCCN(C)C1=NC(=NS1)Cl)CC1=CC2=C(OCO2)C=C1)=O (benzo[1,3]dioxol-5-ylmethyl-{3-[(3-chloro-[1,2,4]thiadiazol-5-yl)-methyl-amino]-propyl}-carbamic acid tert-butyl ester). Yield: 69.0%. As a reaction SMILES: [C:1]([O:5][C:6](=[O:23])[N:7]([CH2:13][C:14]1[CH:22]=[CH:21][C:17]2[O:18][CH2:19][O:20][C:16]=2[CH:15]=1)[CH2:8][CH2:9][CH2:10][NH:11][CH3:12])([CH3:4])([CH3:3])[CH3:2].[Cl:24][C:25]1[N:29]=[C:28](Cl)[S:27][N:26]=1.CS(C)=O>O>[C:1]([O:5][C:6](=[O:23])[N:7]([CH2:13][C:14]1[CH:22]=[CH:21][C:17]2[O:18][CH2:19][O:20][C:16]=2[CH:15]=1)[CH2:8][CH2:9][CH2:10][N:11]([C:28]1[S:27][N:26]=[C:25]([Cl:24])[N:29]=1)[CH3:12])([CH3:4])([CH3:2])[CH3:3]. Procedure details: A solution of benzo[1,3]dioxol-5-ylmethyl-(3-methylamino-propyl)-carbamic acid tert-butyl ester (10 g, 46 mmol), 3,5-dichloro-1,2,4-thiadiazole (7.1 g, 46 mmol), DMSO (20 mL) and TEA (20 mL) was stirred at r.t. for 20 min. Water (150 mL) was added and the solution was extracted with ethyl acetate (2×150 mL), washed with brine and dried over Na2SO4. Evaporation of the solvent gave 14 g (69%) of benzo[1,3]dioxol-5-ylmethyl-{3-[(3-chloro-[1,2,4]thiadiazol-5-yl)-methyl-amino]-propyl}-carbamic acid t... Starting materials: FC1=C(C=CC(=C1)B1OC(C(O1)(C)C)(C)C)C=1C=NC(=NC1)N (5-(2-fluoro-4-(4,4,5,5-tetramethyl-1,3,2-dioxaborolan-2-yl)phenyl)pyrimidin-2-amine), BrC1=C(C=CC=C1)S(=O)(=O)N1[C@H](CN(CC1)C(=O)OC(C)(C)C)C ((S)-tert-butyl 4-((2-bromophenyl)sulfonyl)-3-methylpiperazine-1-carboxylate). The product is NC1=NC=C(C=N1)C1=C(C=C(C=C1)C1=C(C=CC=C1)S(=O)(=O)N1[C@H](CN(CC1)C(=O)OC(C)(C)C)C)F ((S)-tert-Butyl 4-((4′-(2-aminopyrimidin-5-yl)-3′-fluoro-[1,1′-biphenyl]-2-yl)sulfonyl)-3-methylpiperazine-1-carboxylate). As a reaction SMILES: [F:1][C:2]1[CH:7]=[C:6](B2OC(C)(C)C(C)(C)O2)[CH:5]=[CH:4][C:3]=1[C:17]1[CH:18]=[N:19][C:20]([NH2:23])=[N:21][CH:22]=1.Br[C:25]1[CH:30]=[CH:29][CH:28]=[CH:27][C:26]=1[S:31]([N:34]1[CH2:39][CH2:38][N:37]([C:40]([O:42][C:43]([CH3:46])([CH3:45])[CH3:44])=[O:41])[CH2:36][C@@H:35]1[CH3:47])(=[O:33])=[O:32]>>[NH2:23][C:20]1[N:21]=[CH:22][C:17]([C:3]2[CH:4]=[CH:5][C:6]([C:25]3[CH:30]=[CH:29][CH:28]=[CH:27][C:26]=3[S:31]([N:34]3[CH2:39][CH2:38][N:37]([C:40]([O:42][C:43]([CH3:46])([CH3:45])[CH3:44])=[O:41])[CH2:36][C@@H:35]3[CH3:47])(=[O:33])=[O:32])=[CH:7][C:2]=2[F:1])=[CH:18][N:19]=1. Reported procedure: The title compound was prepared using methods analogous to those described in Example 376 using 5-(2-fluoro-4-(4,4,5,5-tetramethyl-1,3,2-dioxaborolan-2-yl)phenyl)pyrimidin-2-amine and (S)-tert-butyl 4-((2-bromophenyl)sulfonyl)-3-methylpiperazine-1-carboxylate. MS (ESI): mass calcd. for C26H30FN5O4S, 527.20; m/z found, 528.2 [M+H]+. Reactants: ClC=1C=C(CC(C#N)C#N)C=CC1 ((3-chlorobenzyl)malononitrile), compound ( 63 ), C([O-])([O-])=O.[K+].[K+] (potassium carbonate), BrCCCl (1-bromo-2-chloroethane). Solvent: CN(C=O)C (N,N-dimethylformamide). Yields the product ClC=1C=C(CC(C#N)(C#N)CCCl)C=CC1 (2-(3-chlorobenzyl)-2-(2-chloroethyl)malononitrile). Yield: 44.7%. As a reaction SMILES: [Cl:1][C:2]1[CH:3]=[C:4]([CH:11]=[CH:12][CH:13]=1)[CH2:5][CH:6]([C:9]#[N:10])[C:7]#[N:8].C(=O)([O-])[O-].[K+].[K+].Br[CH2:21][CH2:22][Cl:23]>CN(C)C=O>[Cl:1][C:2]1[CH:3]=[C:4]([CH:11]=[CH:12][CH:13]=1)[CH2:5][C:6]([CH2:21][CH2:22][Cl:23])([C:7]#[N:8])[C:9]#[N:10] |f:1.2.3|. Procedure details: Using 1.01 g of (3-chlorobenzyl)malononitrile, 5 ml of N,N-dimethylformamide, 1.38 g of potassium carbonate, and 1.44 g of 1-bromo-2-chloroethane, and according to the process described in the Production Example 1, there was obtained 0.60 g of 2-(3-chlorobenzyl)-2-(2-chloroethyl)malononitrile (the present compound (63)). The reactants are [BH4-], ClCCl, CO, N#Cc1cccc(C(=O)c2ccnc(Cl)n2)c1, [Na+]. Yields the product N#Cc1cccc(C(O)c2ccnc(Cl)n2)c1. As a reaction SMILES: [BH4-:18].[CH2:22]([Cl:23])[Cl:24].[CH3:20][OH:21].[Cl:1][c:2]1[n:3][cH:4][cH:5][c:6]([C:8](=[O:9])[c:10]2[cH:11][c:12]([C:13]#[N:14])[cH:15][cH:16][cH:17]2)[n:7]1.[Na+:19]>>[Cl:1][c:2]1[n:3][cH:4][cH:5][c:6]([CH:8]([OH:9])[c:10]2[cH:11][c:12]([C:13]#[N:14])[cH:15][cH:16][cH:17]2)[n:7]1. Starting materials: COC=1C=C(C=C(C1OC)OC)C1=NC=CC(=C1)CN1CCNCC1 (1-[[2-(3,4,5-Trimethoxyphenyl)pyridin-4-yl]methyl]-piperazine), Cl.C(C1=CN=CC=C1)(=O)Cl (nicotinic acid chloride hydrochloride). The product is C(C1=CN=CC=C1)(=O)N1CCN(CC1)CC1=CC(=NC=C1)C1=CC(=C(C(=C1)OC)OC)OC (N-nicotinoyl-N′-[[2-(3,4,5-trimethoxyphenyl)-pyridin-4-yl]methyl]piperazine), Cl (hydrochloride). Reaction SMILES: [CH3:1][O:2][C:3]1[CH:4]=[C:5]([C:13]2[CH:18]=[C:17]([CH2:19][N:20]3[CH2:25][CH2:24][NH:23][CH2:22][CH2:21]3)[CH:16]=[CH:15][N:14]=2)[CH:6]=[C:7]([O:11][CH3:12])[C:8]=1[O:9][CH3:10].Cl.[C:27]([Cl:35])(=[O:34])[C:28]1[CH:33]=[CH:32][CH:31]=[N:30][CH:29]=1>>[C:27]([N:23]1[CH2:24][CH2:25][N:20]([CH2:19][C:17]2[CH:16]=[CH:15][N:14]=[C:13]([C:5]3[CH:6]=[C:7]([O:11][CH3:12])[C:8]([O:9][CH3:10])=[C:3]([O:2][CH3:1])[CH:4]=3)[CH:18]=2)[CH2:21][CH2:22]1)(=[O:34])[C:28]1[CH:33]=[CH:32][CH:31]=[N:30][CH:29]=1.[ClH:35] |f:1.2|. Procedure: 1-[[2-(3,4,5-Trimethoxyphenyl)pyridin-4-yl]methyl]-piperazine (103 mg) and nicotinic acid chloride hydrochloride (70 mg) were reacted in the same manner as in Example 46 to obtain the title compound as a hydrochloride. The reactants are OC1=C(C(=O)O)C(=CC(=C1)OC)OC (2-hydroxy-4,6-dimethoxy-benzoic acid), OC(C)CCC(CCCC=C)=O (2-hydroxy-dec-9-en-5-one), C1=CC=C(C=C1)P(C2=CC=CC=C2)C3=CC=CC=C3 (PPh3), N(=NC(=O)OCC)C(=O)OCC (diethyl azodicarboxylate). The solvent is C(C)OCC (diethyl ether). Product: CC(CCC(CCCC=C)=O)OC(C1=C(C=C(C=C1OC)OC)O)=O (2-hydroxy-4,6-dimethoxy-benzoic acid 1-methyl-4-oxo-non-8-enyl ester). Isolated yield 65.2%. RXN SMILES: [OH:1][C:2]1[CH:10]=[C:9]([O:11][CH3:12])[CH:8]=[C:7]([O:13][CH3:14])[C:3]=1[C:4]([OH:6])=[O:5].O[CH:16]([CH2:18][CH2:19][C:20](=[O:26])[CH2:21][CH2:22][CH2:23][CH:24]=[CH2:25])[CH3:17].C1C=CC(P(C2C=CC=CC=2)C2C=CC=CC=2)=CC=1.N(C(OCC)=O)=NC(OCC)=O>C(OCC)C>[CH3:17][CH:16]([O:5][C:4](=[O:6])[C:3]1[C:7]([O:13][CH3:14])=[CH:8][C:9]([O:11][CH3:12])=[CH:10][C:2]=1[OH:1])[CH2:18][CH2:19][C:20](=[O:26])[CH2:21][CH2:22][CH2:23][CH:24]=[CH2:25]. Procedure details: A solution of 2-hydroxy-4,6-dimethoxy-benzoic acid (0.36 g, 0.18 mmol), 2-hydroxy-dec-9-en-5-one (0.024 g, 0.14 mmol), PPh3 (0.042 g, 0.16 mmol), diethyl azodicarboxylate (25 μL, 0.15 mmol) in diethyl ether (1.5 mL) was stirred at room temperature for 7 hours. Concentration under vacuum and chromatography afforded 2-hydroxy-4,6-dimethoxy-benzoic acid 1-methyl-4-oxo-non-8-enyl ester as a light yellow oil (32 mg). Reactants: CCC1CC(CCCC(N)=O)CC1c1nnc2cnc3[nH]ccc3n12, ClCCl, O=C(OC(=O)C(F)(F)F)C(F)(F)F. Yields the product CCC1CC(CCCC#N)CC1c1nnc2cnc3[nH]ccc3n12. RXN SMILES: [CH2:1]([CH3:2])[CH:3]1[CH2:4][CH:5]([CH2:20][CH2:21][CH2:22][C:23](=[O:24])[NH2:25])[CH2:6][CH:7]1[c:8]1[n:9][n:10][c:11]2[n:12]1[c:13]1[c:14]([n:15][cH:16]2)[nH:17][cH:18][cH:19]1.[Cl:39][CH2:40][Cl:41].[F:26][C:27]([F:28])([F:29])[C:30]([O:31][C:32](=[O:33])[C:34]([F:35])([F:36])[F:37])=[O:38]>>[CH2:1]([CH3:2])[CH:3]1[CH2:4][CH:5]([CH2:20][CH2:21][CH2:22][C:23]#[N:25])[CH2:6][CH:7]1[c:8]1[n:9][n:10][c:11]2[n:12]1[c:13]1[c:14]([n:15][cH:16]2)[nH:17][cH:18][cH:19]1.